This data is from the Open Reaction Database (ORD), a public repository of structured organic reaction records. The task is: describe an organic reaction: reactants, conditions, products, and yield Reactants: ClC(Cl)Cl, O=[N+]([O-])[N+](=O)[O-], c1ccc(-c2coc3cc4c(cc23)CCC4)cc1. Yields the product O=[N+]([O-])c1oc2cc3c(cc2c1-c1ccccc1)CCC3. Reaction SMILES: [CH:25]([Cl:26])([Cl:27])[Cl:28].[O-:19][N+:20](=[O:21])[N+:22](=[O:23])[O-:24].[c:1]1(-[c:7]2[c:8]3[c:9]([o:10][cH:11]2)[cH:12][c:13]2[c:17]([cH:18]3)[CH2:16][CH2:15][CH2:14]2)[cH:2][cH:3][cH:4][cH:5][cH:6]1>>[c:1]1(-[c:7]2[c:8]3[c:9]([o:10][c:11]2[N+:20](=[O:19])[O-:21])[cH:12][c:13]2[c:17]([cH:18]3)[CH2:16][CH2:15][CH2:14]2)[cH:2][cH:3][cH:4][cH:5][cH:6]1. Reactants: FC1=CC=C(CN(C2=NC=CC=C2)CCN(CCCCN)C)C=C1 (N-[2-[N-(4-fluorobenzyl)-N-(2-pyridyl)amino]ethyl]-N-methyl-1,4-butanediamine), C(=O)(N1C=NC=C1)N1C=NC=C1 (1,1'-carbonyldiimidazole), N(C(=N)N)C=1SC=C(N1)CSCCN (2-[[(2-guanidino-4-thiazolyl)methyl]thio]ethaneamine). Yields the product FC1=CC=C(CN(C2=NC=CC=C2)CCN(C)CCCCNC(=O)NCCSCC=2N=C(SC2)NC(=N)N)C=C1 (N-[4-[N-[2-[N-(4-fluorobenzyl)-N-(2-pyridyl)amino]ethyl]-N-methylamino]butyl]-N'-[2-[[(2-guanidino-4-thiazolyl)methyl]thio]ethyl]urea). RXN SMILES: [F:1][C:2]1[CH:24]=[CH:23][C:5]([CH2:6][N:7]([CH2:14][CH2:15][N:16]([CH3:22])[CH2:17][CH2:18][CH2:19][CH2:20][NH2:21])[C:8]2[CH:13]=[CH:12][CH:11]=[CH:10][N:9]=2)=[CH:4][CH:3]=1.[C:25](N1C=CN=C1)(N1C=CN=C1)=[O:26].[NH:37]([C:41]1[S:42][CH:43]=[C:44]([CH2:46][S:47][CH2:48][CH2:49][NH2:50])[N:45]=1)[C:38]([NH2:40])=[NH:39]>>[F:1][C:2]1[CH:24]=[CH:23][C:5]([CH2:6][N:7]([CH2:14][CH2:15][N:16]([CH2:17][CH2:18][CH2:19][CH2:20][NH:21][C:25]([NH:50][CH2:49][CH2:48][S:47][CH2:46][C:44]2[N:45]=[C:41]([NH:37][C:38]([NH2:40])=[NH:39])[S:42][CH:43]=2)=[O:26])[CH3:22])[C:8]2[CH:13]=[CH:12][CH:11]=[CH:10][N:9]=2)=[CH:4][CH:3]=1. Reported procedure: Preparation is effected analogously to Example 63, using 0.20 g (0.6 mmol) of N-[2-[N-(4-fluorobenzyl)-N-(2-pyridyl)amino]ethyl]-N-methyl-1,4-butanediamine and the equimolar amounts of 1,1'-carbonyldiimidazole and 2-[[(2-guanidino-4-thiazolyl)methyl]thio]ethaneamine as starting materials. Working up by chromatography analogously to Example 63 yields the purified title compound in the form of a viscous oil. MS (+FAB method): m/z (rel. int. [%])=588 ([M+H]+, 2), 109 (100); IR (KBr): 1685 cm-1 (C=O...